Dataset: the Open Reaction Database (ORD), a public repository of structured organic reaction records. Task: describe an organic reaction: reactants, conditions, products, and yield Starting materials: Cl.NCC(CCC1=CC=CC=C1)=O (amino-4-phenylbutan-2-on-hydrochloride), TEA, O=P(Cl)(Cl)Cl (POCl3), N1=CNC2=C1C=CC(=C2)C(=O)O (benzimidazol-5-carboxylic acid), COC=1C=CC(=CC1)P2(=S)SP(=S)(S2)C=3C=CC(=CC3)OC (Lawesson's reagent). The product is N1C=NC2=C1C=CC(=C2)C=2SC(=CN2)CCC2=CC=CC=C2 (2-(1H-Benzo[d]imidazol-5-yl)-5-phenethylthiazole). RXN SMILES: Cl.[NH2:2][CH2:3][C:4](=O)[CH2:5][CH2:6][C:7]1[CH:12]=[CH:11][CH:10]=[CH:9][CH:8]=1.[N:14]1[C:18]2[CH:19]=[CH:20][C:21]([C:23](O)=O)=[CH:22][C:17]=2[NH:16][CH:15]=1.COC1C=CC(P2(SP(C3C=CC(OC)=CC=3)(=S)S2)=[S:35])=CC=1.O=P(Cl)(Cl)Cl>>[NH:14]1[C:18]2[CH:19]=[CH:20][C:21]([C:23]3[S:35][C:4]([CH2:5][CH2:6][C:7]4[CH:12]=[CH:11][CH:10]=[CH:9][CH:8]=4)=[CH:3][N:2]=3)=[CH:22][C:17]=2[N:16]=[CH:15]1 |f:0.1|. Procedure details: The compound was synthesized starting from amino-4-phenylbutan-2-on-hydrochloride (163 mg; 1 mmol), benzimidazol-5-carboxylic acid (248 mg; 1 mmol), Lawesson's reagent (606 mg; 1.5 mmol), TEA (0.22 ml, 0.3 mmol) and POCl3 (0.137 ml; 1.5 mmol) as described above; yield: 0.042 g (13.8%); MS m/z: 306.1 [M+H]+; 1H-NMR (DMSO d6, 400 MHz): δ 2.98 (t, 2H, 3J=7.5 Hz); 3.20 (t, 2H, 3J=7.5 Hz); 7.17-7.22 (m, 1H); 7.25-7.31 (m, 4H); 7.62 (s, 1H); 7.80 (d, 1H, 3J=8.7 Hz); 7.90 (dd, 1H, 4J=1.7 Hz, 3J=8.3 Hz)...